Task: describe an organic reaction: reactants, conditions, products, and yield. Dataset: the Open Reaction Database (ORD), a public repository of structured organic reaction records Reactants: [N+](=O)([O-])C1=CC=C(OCC(COC2=CC=C(C=C2)[N+](=O)[O-])(CC)CC)C=C1 (1,3-bis-(4-nitrophenoxy)-2,2-diethylpropane). The reagents and catalysts are [Ni] (Raney nickel). The solvent is CN(C)C=O (DMF). Product: NC1=CC=C(OCC(COC2=CC=C(C=C2)N)(CC)CC)C=C1 (1,3-bis-(4-aminophenoxy)-2,2-diethylpropane). Reaction SMILES: [N+:1]([C:4]1[CH:27]=[CH:26][C:7]([O:8][CH2:9][C:10]([CH2:24][CH3:25])([CH2:22][CH3:23])[CH2:11][O:12][C:13]2[CH:18]=[CH:17][C:16]([N+:19]([O-])=O)=[CH:15][CH:14]=2)=[CH:6][CH:5]=1)([O-])=O>CN(C=O)C.[Ni]>[NH2:19][C:16]1[CH:15]=[CH:14][C:13]([O:12][CH2:11][C:10]([CH2:22][CH3:23])([CH2:24][CH3:25])[CH2:9][O:8][C:7]2[CH:26]=[CH:27][C:4]([NH2:1])=[CH:5][CH:6]=2)=[CH:18][CH:17]=1. Reported procedure: 270 g 1,3-bis-(4-nitrophenoxy)-2,2-diethylpropane were hydrogenated by the same procedure as that of Example 10 in 1400 l DMF in the presence of 42 g Raney nickel. The crude product was recrystallized from isopropanol. The reactants are CCOc1nc(Br)c(C=O)n1Cc1ccc(-c2ccccc2C(=O)OC(C)(C)C)cc1F, CCOC(C)=O, CN(C)C=O, [Pd], c1ccc(P(c2ccccc2)c2ccccc2)cc1, c1ccc(P(c2ccccc2)c2ccccc2)cc1, c1ccc(P(c2ccccc2)c2ccccc2)cc1, c1ccc(P(c2ccccc2)c2ccccc2)cc1. The product is C=Cc1nc(OCC)n(Cc2ccc(-c3ccccc3C(=O)OC(C)(C)C)cc2F)c1C=O. Reaction SMILES: [C:1]([CH3:2])([CH3:3])([CH3:4])[O:5][C:6](=[O:7])[c:8]1[c:9](-[c:14]2[cH:15][c:16]([F:32])[c:17]([CH2:20][n:21]3[c:22]([O:29][CH2:30][CH3:31])[n:23][c:24]([Br:28])[c:25]3[CH:26]=[O:27])[cH:18][cH:19]2)[cH:10][cH:11][cH:12][cH:13]1.[CH3:38][CH2:39][O:40][C:41]([CH3:42])=[O:43].[O:33]=[CH:34][N:35]([CH3:36])[CH3:37].[Pd:44].[c:102]1([P:103]([c:104]2[cH:105][cH:106][cH:107][cH:108][cH:109]2)[c:110]2[cH:111][cH:112][cH:113][cH:114][cH:115]2)[cH:116][cH:117][cH:118][cH:119][cH:120]1.[c:45]1([P:46]([c:47]2[cH:48][cH:49][cH:50][cH:51][cH:52]2)[c:53]2[cH:54][cH:55][cH:56][cH:57][cH:58]2)[cH:59][cH:60][cH:61][cH:62][cH:63]1.[c:64]1([P:65]([c:66]2[cH:67][cH:68][cH:69][cH:70][cH:71]2)[c:72]2[cH:73][cH:74][cH:75][cH:76][cH:77]2)[cH:78][cH:79][cH:80][cH:81][cH:82]1.[c:83]1([P:84]([c:85]2[cH:86][cH:87][cH:88][cH:89][cH:90]2)[c:91]2[cH:92][cH:93][cH:94][cH:95][cH:96]2)[cH:97][cH:98][cH:99][cH:100][cH:101]1>>[C:1]([CH3:2])([CH3:3])([CH3:4])[O:5][C:6](=[O:7])[c:8]1[c:9](-[c:14]2[cH:15][c:16]([F:32])[c:17]([CH2:20][n:21]3[c:22]([O:29][CH2:30][CH3:31])[n:23][c:24]([CH:38]=[CH2:39])[c:25]3[CH:26]=[O:27])[cH:18][cH:19]2)[cH:10][cH:11][cH:12][cH:13]1. The reactants are ClC1=CC2=C(C=N1)C(=NN2C(C2=CC=CC=C2)(C2=CC=CC=C2)C2=CC=CC=C2)I (6-Chloro-3-iodo-1-trityl-1H-pyrazolo[4,3-c]pyridine), ClC1=CC2=C(C=N1)C(=NN2C(C2=CC=CC=C2)(C2=CC=CC=C2)C2=CC=CC=C2)I (6-Chloro-3-iodo-1-trityl-1H-pyrazolo[4,3-c]pyridine), N1[C@H](C(=O)O)CCC1 (proline), C([O-])([O-])=O.[K+].[K+] (potassium carbonate), Cl.CN (methylamine hydrochloride), [OH-].[NH4+] (ammonium hydroxide). Reagents/catalysts: [Cu]I (copper(I) iodide). The solvent is CS(=O)C (DMSO). The product is ClC1=CC2=C(C=N1)C(=NN2C(C2=CC=CC=C2)(C2=CC=CC=C2)C2=CC=CC=C2)NC (6-chloro-N-methyl-1-trityl-1H-pyrazolo[4,3-c]pyridin-3-amine). Reaction SMILES: [Cl:1][C:2]1[N:7]=[CH:6][C:5]2[C:8](I)=[N:9][N:10]([C:11]([C:24]3[CH:29]=[CH:28][CH:27]=[CH:26][CH:25]=3)([C:18]3[CH:23]=[CH:22][CH:21]=[CH:20][CH:19]=3)[C:12]3[CH:17]=[CH:16][CH:15]=[CH:14][CH:13]=3)[C:4]=2[CH:3]=1.[NH:31]1CCC[C@H:32]1C(O)=O.C(=O)([O-])[O-].[K+].[K+].Cl.CN.[OH-].[NH4+]>CS(C)=O.[Cu]I>[Cl:1][C:2]1[N:7]=[CH:6][C:5]2[C:8]([NH:31][CH3:32])=[N:9][N:10]([C:11]([C:24]3[CH:29]=[CH:28][CH:27]=[CH:26][CH:25]=3)([C:18]3[CH:23]=[CH:22][CH:21]=[CH:20][CH:19]=3)[C:12]3[CH:17]=[CH:16][CH:15]=[CH:14][CH:13]=3)[C:4]=2[CH:3]=1 |f:2.3.4,5.6,7.8|. Procedure details: 6-Chloro-3-iodo-1-trityl-1H-pyrazolo[4,3-c]pyridine (Intermediate 1C; 6.08 g, 11.65 mmol), proline (0.42 g, 3.65 mmol), copper(I) iodide (0.24 g, 1.260 mmol), potassium carbonate (9.83 g, 71.1 mmol), and methylamine hydrochloride (3.26 g, 48.3 mmol) were stirred in DMSO (45 mL) at 70° C. for 24 h. Room temperature was attained, ammonium hydroxide was added, and the products extracted into DCM (×2). The combined organic extracts were washed with brine, dried over MgSO4, filtered, and concentrated... Reactants: COC(=O)C1=CC=C(C=C1)C1=CC(=C(C(=C1)Cl)C[C@H]1C(N(CC1)C1CCOCC1)=O)Cl (3′,5′-dichloro-4′-[(R)-2-oxo-1-(tetrahydro-pyran-4-yl)-pyrrolidin-3-ylmethyl]-biphenyl-4-carboxylic acid methyl ester), [OH-].[Na+] (sodium hydroxide). The solvent is CO (methanol). Conditions: time 1 hour. Yields the product ClC=1C=C(C=C(C1C[C@H]1C(N(CC1)C1CCOCC1)=O)Cl)C1=CC=C(C=C1)C(=O)O (3′,5′-dichloro-4′-[(R)-2-oxo-1-(tetrahydro-pyran-4-yl)-pyrrolidin-3-ylmethyl]-biphenyl-4-carboxylic acid). Isolated yield 100.6%. Reaction SMILES: C[O:2][C:3]([C:5]1[CH:10]=[CH:9][C:8]([C:11]2[CH:16]=[C:15]([Cl:17])[C:14]([CH2:18][C@@H:19]3[CH2:23][CH2:22][N:21]([CH:24]4[CH2:29][CH2:28][O:27][CH2:26][CH2:25]4)[C:20]3=[O:30])=[C:13]([Cl:31])[CH:12]=2)=[CH:7][CH:6]=1)=[O:4].[OH-].[Na+]>CO>[Cl:17][C:15]1[CH:16]=[C:11]([C:8]2[CH:7]=[CH:6][C:5]([C:3]([OH:4])=[O:2])=[CH:10][CH:9]=2)[CH:12]=[C:13]([Cl:31])[C:14]=1[CH2:18][C@@H:19]1[CH2:23][CH2:22][N:21]([CH:24]2[CH2:25][CH2:26][O:27][CH2:28][CH2:29]2)[C:20]1=[O:30] |f:1.2|. Reported procedure: Treat a solution of 3′,5′-dichloro-4′-[(R)-2-oxo-1-(tetrahydro-pyran-4-yl)-pyrrolidin-3-ylmethyl]-biphenyl-4-carboxylic acid methyl ester (2.56 g, 5.5 mmol) in methanol (25 mL) with 5N aqueous sodium hydroxide (5.5 mL). Heat the reaction to 60° C. and stir for 1 hr. Cool to room temperature, quench with 1N hydrochloric acid and extract the aqueous with ethyl acetate. Wash the organic layer with brine, dry over magnesium sulfate, and filter. Remove the solvent under vacuum to afford 2.48 g (100%)... Reactants: Cl (hydrochloric acid), OC1=COC=CC1=O (3-hydroxy-4H-pyran-4-one), BrCC(=O)OCC (ethyl 2-bromoacetate), C([O-])([O-])=O.[K+].[K+] (potassium carbonate). The solvent is C(C)O (ethanol). Conditions: time 75 minute. Product: O=C1C(=COC=C1)OCC(=O)OCC (ethyl 2-(4-oxo-4H-pyran-3-yloxy)acetate). As a reaction SMILES: [OH:1][C:2]1[C:7](=[O:8])[CH:6]=[CH:5][O:4][CH:3]=1.Br[CH2:10][C:11]([O:13][CH2:14][CH3:15])=[O:12].C(=O)([O-])[O-].[K+].[K+].Cl>C(O)C>[O:8]=[C:7]1[CH:6]=[CH:5][O:4][CH:3]=[C:2]1[O:1][CH2:10][C:11]([O:13][CH2:14][CH3:15])=[O:12] |f:2.3.4|. Procedure: A mixture of 3-hydroxy-4H-pyran-4-one (1.12 g), ethyl 2-bromoacetate (1.7 g) and potassium carbonate (1.4 g) in ethanol (30 ml) was stirred at 67° to 70° C. for 75 minutes. The reaction mixture was allowed to stand at room temperature. An insoluble substance was filtereed off, and the filtrate was adjusted to pH 4 to 5 with conc. hydrochloric acid and the ethanol was removed. To the residue was added ethyl acetate, and the resultant mixture was washed with an aqueous solution saturated with sodi... The reactants are COC=1C=C(C=C[N+](=O)[O-])C=CC1OC (3,4-dimethoxy-β-nitrostyrene), C(C)N(C([S-])=S)C1=CC=CC=C1.[NH4+] (ammonium ethyldithiocarbanilate). The product is C(C)N(C(SC(C1=CC(=C(C=C1)OC)OC)C[N+](=O)[O-])=S)C1=CC=CC=C1 (3,4-dimethoxy-α-(nitromethyl)benzyl ethyldithiocarbanilate). Reaction SMILES: [CH3:1][O:2][C:3]1[CH:4]=[C:5]([CH:11]=[CH:12][C:13]=1[O:14][CH3:15])[CH:6]=[CH:7][N+:8]([O-:10])=[O:9].[CH2:16]([N:18]([C:22]1[CH:27]=[CH:26][CH:25]=[CH:24][CH:23]=1)[C:19](=[S:21])[S-:20])[CH3:17].[NH4+]>>[CH2:16]([N:18]([C:22]1[CH:27]=[CH:26][CH:25]=[CH:24][CH:23]=1)[C:19](=[S:20])[S:21][CH:6]([CH2:7][N+:8]([O-:10])=[O:9])[C:5]1[CH:11]=[CH:12][C:13]([O:14][CH3:15])=[C:3]([O:2][CH3:1])[CH:4]=1)[CH3:17] |f:1.2|. Procedure details: Reaction of 3,4-dimethoxy-β-nitrostyrene with ammonium ethyldithiocarbanilate by the above procedure yields 3,4-dimethoxy-α-(nitromethyl)benzyl ethyldithiocarbanilate.